This data is from the Open Reaction Database (ORD), a public repository of structured organic reaction records. The task is: describe an organic reaction: reactants, conditions, products, and yield Reactants: ClC1=CC=C(C=C1)C(C(=O)O)C1=CC=C(C=C1)Cl (bis(4-chlorophenyl)acetic acid), NCCCN1CCC(CC1)C=1C=C(C=CC1F)NC(C(C)C)=O (N-{3-[1-(3-aminopropyl)-4-piperidinyl]-4-fluorophenyl}-2-methylpropanamide). Product: ClC1=CC=C(C=C1)C(C(=O)NCCCN1CCC(CC1)C=1C=C(C=CC1F)NC(C(C)C)=O)C1=CC=C(C=C1)Cl (N-{3-[1-(3-{[BIS(4-CHLOROPHENYL)ACETYL]AMINO}PROPYL)-4-PIPERIDINYL]-4-FLUOROPHENYL}-2-METHYLPROPANAMIDE). As a reaction SMILES: [Cl:1][C:2]1[CH:7]=[CH:6][C:5]([CH:8]([C:12]2[CH:17]=[CH:16][C:15]([Cl:18])=[CH:14][CH:13]=2)[C:9]([OH:11])=O)=[CH:4][CH:3]=1.[NH2:19][CH2:20][CH2:21][CH2:22][N:23]1[CH2:28][CH2:27][CH:26]([C:29]2[CH:30]=[C:31]([NH:36][C:37](=[O:41])[CH:38]([CH3:40])[CH3:39])[CH:32]=[CH:33][C:34]=2[F:35])[CH2:25][CH2:24]1>>[Cl:18][C:15]1[CH:16]=[CH:17][C:12]([CH:8]([C:5]2[CH:4]=[CH:3][C:2]([Cl:1])=[CH:7][CH:6]=2)[C:9]([NH:19][CH2:20][CH2:21][CH2:22][N:23]2[CH2:28][CH2:27][CH:26]([C:29]3[CH:30]=[C:31]([NH:36][C:37](=[O:41])[CH:38]([CH3:39])[CH3:40])[CH:32]=[CH:33][C:34]=3[F:35])[CH2:25][CH2:24]2)=[O:11])=[CH:13][CH:14]=1. Procedure: Example 54 was prepared from bis(4-chlorophenyl)acetic acid and N-{3-[1-(3-aminopropyl)-4-piperidinyl]-4-fluorophenyl}-2-methylpropanamide according to the procedures described in Scheme 10: 1H NMR (400 MHz, CDCl3) δ 7.62–7.57 (m, 3H), 7.27 (s, 8H), 7.23–7.19 (m, 1H), 6.94 (dd, 1H, J=8.8, 10.0 Hz), 4.78 (s, 1H), 3.39 (dd, 2H, J=6.0, 11.6 Hz), 2.93 (d, 2H, J=11.6 Hz), 2.77 (m, 1H), 2.48 (m, 1H), 2.42 (t, 2H, J=6.0 Hz), 1.99 (dt, 2H, J=1.6, 11.6 Hz), 1.77 (d, 2H, J=11.2 Hz), 1.69–1.61 (m, 4H), 1.2... Reactants: C=CC1CC1(NC(=O)C1CC(Oc2cc(-c3cccc(C(C)C)n3)nc3c(C)c(OC)ccc23)CC1C(=O)OC(C)(C)C)C(=O)OCC, CC[SiH](CC)CC, ClCCl, O=C(O)C(F)(F)F. The product is C=CC1CC1(NC(=O)C1CC(Oc2cc(-c3cccc(C(C)C)n3)nc3c(C)c(OC)ccc23)CC1C(=O)O)C(=O)OCC. Reaction SMILES: [C:8]([CH3:9])([CH3:10])([CH3:11])[O:12][C:13](=[O:14])[CH:15]1[CH:16]([C:43]([NH:44][C:45]2([C:50](=[O:51])[O:52][CH2:53][CH3:54])[CH:46]([CH:48]=[CH2:49])[CH2:47]2)=[O:55])[CH2:17][CH:18]([O:20][c:21]2[cH:22][c:23](-[c:34]3[n:35][c:36]([CH:40]([CH3:41])[CH3:42])[cH:37][cH:38][cH:39]3)[n:24][c:25]3[c:26]([CH3:33])[c:27]([O:31][CH3:32])[cH:28][cH:29][c:30]23)[CH2:19]1.[CH2:56]([SiH:57]([CH2:58][CH3:59])[CH2:60][CH3:61])[CH3:62].[Cl:63][CH2:64][Cl:65].[F:1][C:2]([F:3])([F:4])[C:5]([OH:6])=[O:7]>>[O:12]=[C:13]([OH:14])[CH:15]1[CH:16]([C:43]([NH:44][C:45]2([C:50](=[O:51])[O:52][CH2:53][CH3:54])[CH:46]([CH:48]=[CH2:49])[CH2:47]2)=[O:55])[CH2:17][CH:18]([O:20][c:21]2[cH:22][c:23](-[c:34]3[n:35][c:36]([CH:40]([CH3:41])[CH3:42])[cH:37][cH:38][cH:39]3)[n:24][c:25]3[c:26]([CH3:33])[c:27]([O:31][CH3:32])[cH:28][cH:29][c:30]23)[CH2:19]1. Reactants: C([O-])([O-])=O.[Ca+2] (calcium carbonate), BrC(C)C=1C=C(C(=O)C2=CC=CC=C2)C=CC1 (3-(1-bromoethyl)benzophenone). Solvent: O (water). Run at temperature 120 celsius. The product is OC(C)C=1C=C(C(=O)C2=CC=CC=C2)C=CC1 (3-(1-hydroxyethyl)benzophenone). As a reaction SMILES: C(=O)([O-])[O-:2].[Ca+2].Br[CH:7]([C:9]1[CH:10]=[C:11]([CH:20]=[CH:21][CH:22]=1)[C:12]([C:14]1[CH:19]=[CH:18][CH:17]=[CH:16][CH:15]=1)=[O:13])[CH3:8]>O>[OH:2][CH:7]([C:9]1[CH:10]=[C:11]([CH:20]=[CH:21][CH:22]=1)[C:12]([C:14]1[CH:19]=[CH:18][CH:17]=[CH:16][CH:15]=1)=[O:13])[CH3:8] |f:0.1|. Procedure details: In an autoclave, 100 ml of water and 3.3 g of calcium carbonate and 10 g of 3-(1-bromoethyl)benzophenone were placed, and were then heated at 120° C. for 6 hours. The resultant reaction solution was extracted with benzene, and a formed benzene layer was then dried with anhydrous sodium sulfate, followed by distilling off the solvent. The resultant product had the spectrum data which were identical with those of 3-(1-hydroxyethyl)benzophenone. Reactants: CN1CCNCC1, CCOC(C)=O, CN1CCCC1=O, NC(=O)Cc1cc(Cl)nc2ccccc12. Yields the product CN1CCN(c2cc(CC(N)=O)c3ccccc3n2)CC1. Reaction SMILES: [CH3:16][N:17]1[CH2:18][CH2:19][NH:20][CH2:21][CH2:22]1.[CH3:23][CH2:24][O:25][C:26]([CH3:27])=[O:28].[CH3:29][N:30]1[CH2:31][CH2:32][CH2:33][C:34]1=[O:35].[Cl:1][c:2]1[n:3][c:4]2[cH:5][cH:6][cH:7][cH:8][c:9]2[c:10]([CH2:12][C:13](=[O:14])[NH2:15])[cH:11]1>>[c:2]1([N:20]2[CH2:19][CH2:18][N:17]([CH3:16])[CH2:22][CH2:21]2)[n:3][c:4]2[cH:5][cH:6][cH:7][cH:8][c:9]2[c:10]([CH2:12][C:13](=[O:14])[NH2:15])[cH:11]1.